Dataset: the Open Reaction Database (ORD), a public repository of structured organic reaction records. Task: describe an organic reaction: reactants, conditions, products, and yield The reactants are BrCc1ccccc1, CCOCCOCCOCC, [H-], [Na+], C1CCOC1, CC(c1ccccc1)n1c2c([nH]c1=O)C(=O)SC2. The product is CC(c1ccccc1)n1c2c(n(Cc3ccccc3)c1=O)C(=O)SC2. Reaction SMILES: [Br:21][CH2:22][c:23]1[cH:24][cH:25][cH:26][cH:27][cH:28]1.[CH2:29]([O:30][CH2:31][CH2:32][O:33][CH2:34][CH2:35][O:36][CH2:37][CH3:38])[CH3:39].[H-:1].[Na+:2].[O:40]1[CH2:41][CH2:42][CH2:43][CH2:44]1.[c:3]1([CH:9]([CH3:10])[n:11]2[c:12](=[O:20])[nH:13][c:14]3[c:15]2[CH2:16][S:17][C:18]3=[O:19])[cH:4][cH:5][cH:6][cH:7][cH:8]1>>[c:3]1([CH:9]([CH3:10])[n:11]2[c:12](=[O:20])[n:13]([CH2:22][c:23]3[cH:24][cH:25][cH:26][cH:27][cH:28]3)[c:14]3[c:15]2[CH2:16][S:17][C:18]3=[O:19])[cH:4][cH:5][cH:6][cH:7][cH:8]1.